Dataset: the Open Reaction Database (ORD), a public repository of structured organic reaction records. Task: describe an organic reaction: reactants, conditions, products, and yield Starting materials: CCOC(=O)CN1CCCCC1, CCO, NN, O. Yields the product NNC(=O)CN1CCCCC1. Reaction SMILES: [CH2:1]([O:3][C:4](=[O:2])[CH2:5][N:6]1[CH2:7][CH2:8][CH2:9][CH2:10][CH2:11]1)[CH3:12].[CH3:16][CH2:17][OH:18].[NH2:14][NH2:15].[OH2:13]>>[O:3]=[C:4]([CH2:5][N:6]1[CH2:7][CH2:8][CH2:9][CH2:10][CH2:11]1)[NH:14][NH2:15]. Isolated yield 62.6%. Reaction SMILES: [Cl:1][C:2]1[CH:7]=[CH:6][CH:5]=[CH:4][C:3]=1[N:8]1[CH2:13][CH2:12][N:11]([C:14](=[O:28])[CH:15]([NH:20]C(=O)OC(C)(C)C)[CH2:16][CH:17]([CH3:19])[CH3:18])[CH2:10][CH2:9]1.FC1C=CC(N2CCN(C(=O)C(NC(=O)OC(C)(C)C)CC3C=CC=CC=3)CC2)=CC=1>>[ClH:1].[NH2:20][CH:15]([CH2:16][CH:17]([CH3:19])[CH3:18])[C:14]([N:11]1[CH2:10][CH2:9][N:8]([C:3]2[CH:4]=[CH:5][CH:6]=[CH:7][C:2]=2[Cl:1])[CH2:13][CH2:12]1)=[O:28] |f:2.3|. Product: Cl.NC(C(=O)N1CCN(CC1)C1=C(C=CC=C1)Cl)CC(C)C (1-(2-amino-4-methyl-1-oxopentyl)-4-(2-chlorophenyl)piperazine hydrochloride). Procedure details: Using 1,1-dimethylethyl 2-(4-(2-chlorophenyl)-1-piperazinyl)-2-oxo-1-(2-methylpropyl)ethylcarbamate in lieu of 1,1-dimethylethyl 2-(4-(4-fluorophenyl)-1-piperazinyl)-2-oxo-1-(phenylmethyl)ethylcarbamate, the procedure of Reference Example 13 was otherwise repeated to provide 1-(2-amino-4-methyl-1-oxopentyl)-4-(2-chlorophenyl)piperazine hydrochloride (1.54 g, 62.6%) as white crystals. Reactants: ClC1=C(C=CC=C1)N1CCN(CC1)C(C(CC(C)C)NC(OC(C)(C)C)=O)=O (1,1-dimethylethyl 2-(4-(2-chlorophenyl)-1-piperazinyl)-2-oxo-1-(2-methylpropyl)ethylcarbamate), FC1=CC=C(C=C1)N1CCN(CC1)C(C(CC1=CC=CC=C1)NC(OC(C)(C)C)=O)=O (1,1-dimethylethyl 2-(4-(4-fluorophenyl)-1-piperazinyl)-2-oxo-1-(phenylmethyl)ethylcarbamate). Reactants: [N+](=O)([O-])C1=CC=C(C=C1)NC=1C=NC=NC1 (5-[N-(4-nitrophenyl)amino]pyrimidine), C1(=CC=CC=C1)CC(=O)Cl (phenylacetyl chloride). Product: [N+](=O)([O-])C1=CC=C(C=C1)N(C(CC1=CC=CC=C1)=O)C=1C=NC=NC1 (N-(4-Nitrophenyl)-2-phenyl-N-(5-pyrimidyl)acetamide). As a reaction SMILES: [N+:1]([C:4]1[CH:9]=[CH:8][C:7]([NH:10][C:11]2[CH:12]=[N:13][CH:14]=[N:15][CH:16]=2)=[CH:6][CH:5]=1)([O-:3])=[O:2].[C:17]1([CH2:23][C:24](Cl)=[O:25])[CH:22]=[CH:21][CH:20]=[CH:19][CH:18]=1>>[N+:1]([C:4]1[CH:5]=[CH:6][C:7]([N:10]([C:11]2[CH:16]=[N:15][CH:14]=[N:13][CH:12]=2)[C:24](=[O:25])[CH2:23][C:17]2[CH:22]=[CH:21][CH:20]=[CH:19][CH:18]=2)=[CH:8][CH:9]=1)([O-:3])=[O:2]. Procedure details: Starting compounds: 5-[N-(4-nitrophenyl)amino]pyrimidine and phenylacetyl chloride